From a dataset of the Open Reaction Database (ORD), a public repository of structured organic reaction records. describe an organic reaction: reactants, conditions, products, and yield The reactants are COCC(CO)COC(NCCCCCCCCCCCCCCCCCC)=O (2-Methoxymethyl-3-octadecylcarbamoyloxypropanol), ClCCCS(=O)(=O)NCC(CSCCCCCCCCCCCCCCCC)OC (3-(3-chloropropylsulfonylamino)-1-hexadecylthio-2-methoxypropane), C1(C=2C(C(N1)=O)=CC=CC2)=O (phthalimide). Product: COCC(CN)COC(NCCCCCCCCCCCCCCCCCC)=O (2-methoxymethyl-3-octadecylcarbamoyloxypropylamine). Reaction SMILES: [CH3:1][O:2][CH2:3][CH:4]([CH2:7][O:8][C:9](=[O:29])[NH:10][CH2:11][CH2:12][CH2:13][CH2:14][CH2:15][CH2:16][CH2:17][CH2:18][CH2:19][CH2:20][CH2:21][CH2:22][CH2:23][CH2:24][CH2:25][CH2:26][CH2:27][CH3:28])[CH2:5]O.ClCCCS([NH:37]CC(OC)CSCCCCCCCCCCCCCCCC)(=O)=O.C1(=O)NC(=O)C2=CC=CC=C12>>[CH3:1][O:2][CH2:3][CH:4]([CH2:7][O:8][C:9](=[O:29])[NH:10][CH2:11][CH2:12][CH2:13][CH2:14][CH2:15][CH2:16][CH2:17][CH2:18][CH2:19][CH2:20][CH2:21][CH2:22][CH2:23][CH2:24][CH2:25][CH2:26][CH2:27][CH3:28])[CH2:5][NH2:37]. Procedure details: 2-Methoxymethyl-3-octadecylcarbamoyloxypropanol Vk2 is allowed to react and worked up by the same procedure as described in (4). The phthalimide compound: m.p. 84°-85° C. The summary of the experimental condition and the physical data of the product are listed in Table 6. The reactants are CC(=O)O, COc1cc2c(c3c1OC(C)(C)C3)C(c1cccc(Nc3cccnc3)c1)=NC(C)(C)C2, O=C=NS(=O)(=O)Cl, [Na+], C1CCOC1, [OH-], O. Product: COc1cc2c(c3c1OC(C)(C)C3)C(c1cccc(N(C(N)=O)c3cccnc3)c1)=NC(C)(C)C2. As a reaction SMILES: [CH3:40][C:41](=[O:42])[OH:43].[CH3:8][O:9][c:10]1[cH:11][c:12]2[c:17]([c:18]3[c:19]1[O:20][C:21]([CH3:23])([CH3:24])[CH2:22]3)[C:16]([c:25]1[cH:26][c:27]([NH:31][c:32]3[cH:33][n:34][cH:35][cH:36][cH:37]3)[cH:28][cH:29][cH:30]1)=[N:15][C:14]([CH3:38])([CH3:39])[CH2:13]2.[Cl:1][S:2](=[O:3])(=[O:4])[N:5]=[C:6]=[O:7].[Na+:45].[O:46]1[CH2:47][CH2:48][CH2:49][CH2:50]1.[OH-:44].[OH2:51]>>[NH2:5][C:6](=[O:7])[N:31]([c:27]1[cH:26][c:25]([C:16]2=[N:15][C:14]([CH3:38])([CH3:39])[CH2:13][c:12]3[cH:11][c:10]([O:9][CH3:8])[c:19]4[c:18]([c:17]32)[CH2:22][C:21]([CH3:23])([CH3:24])[O:20]4)[cH:30][cH:29][cH:28]1)[c:32]1[cH:33][n:34][cH:35][cH:36][cH:37]1. Reactants: ClC=1C=C(C=CC1Cl)C1(CC(N(C1)C(C1=CC(=C(C(=C1)OC)OC)OC)=O)=O)CCCOC1OCCCC1 (4-(3,4-dichloro-phenyl)-4-[3-(tetrahydro-pyran-2-yloxy)-propyl]-1-(3,4,5-trimethoxy-benzoyl)-pyrrolidin-2-one), C1(=CC=C(C=C1)S(=O)(=O)O)C (p-toluenesulfonic acid). The product is ClC=1C=C(C=CC1Cl)C1(CC(N(C1)C(C1=CC(=C(C(=C1)OC)OC)OC)=O)=O)CCCO (4-(3,4-Dichloro-phenyl)-4-(3-hydroxy-propyl)-1-(3,4,5-trimethoxy-benzoyl)-pyrrolidin-2-one). As a reaction SMILES: [Cl:1][C:2]1[CH:3]=[C:4]([C:9]2([CH2:29][CH2:30][CH2:31][O:32]C3CCCCO3)[CH2:13][N:12]([C:14](=[O:27])[C:15]3[CH:20]=[C:19]([O:21][CH3:22])[C:18]([O:23][CH3:24])=[C:17]([O:25][CH3:26])[CH:16]=3)[C:11](=[O:28])[CH2:10]2)[CH:5]=[CH:6][C:7]=1[Cl:8].C1(C)C=CC(S(O)(=O)=O)=CC=1>>[Cl:1][C:2]1[CH:3]=[C:4]([C:9]2([CH2:29][CH2:30][CH2:31][OH:32])[CH2:13][N:12]([C:14](=[O:27])[C:15]3[CH:16]=[C:17]([O:25][CH3:26])[C:18]([O:23][CH3:24])=[C:19]([O:21][CH3:22])[CH:20]=3)[C:11](=[O:28])[CH2:10]2)[CH:5]=[CH:6][C:7]=1[Cl:8]. Procedure: Prepare according to the method of example 11.5 using 4-(3,4-dichloro-phenyl)-4-[3-(tetrahydro-pyran-2-yloxy)-propyl]-1-(3,4,5-trimethoxy-benzoyl)-pyrrolidin-2-one (3 mmol) and p-toluenesulfonic acid (200 mg). Chromatograph on silica gel to give the title compound. Reactants: N#CN.[Pb] (Lead cyanamide), CNC(=S)NCCSCC1=C(N=CN1)C (N-methyl-N'-[2-((4-methyl-5-imidazolyl)methylthio)-ethyl]thiourea), CN(C=O)C (Dimethylformamide). The solvent is C(C)#N (acetonitrile). Run at time 24 hour. The product is CC=1N=CNC1CSCCNC(=N)N ([2-((4-methyl-5-imidazolyl)-methylthio)ethyl]guanidine). As a reaction SMILES: [N:1]#CN.[Pb].C[NH:6][C:7]([NH:9][CH2:10][CH2:11][S:12][CH2:13][C:14]1[NH:18][CH:17]=[N:16][C:15]=1[CH3:19])=S.CN(C)C=O>C(#N)C>[CH3:19][C:15]1[N:16]=[CH:17][NH:18][C:14]=1[CH2:13][S:12][CH2:11][CH2:10][NH:9][C:7]([NH2:1])=[NH:6] |f:0.1,^3:3|. Reported procedure: Lead cyanamide (3.0 g.) was added to a solution of N-methyl-N'-[2-((4-methyl-5-imidazolyl)methylthio)-ethyl]thiourea (2.44 g.) in acetonitrile (50 ml.). Dimethylformamide (20 ml.) was added subsequently and the suspension was heated under reflux, with stirring, for 24 hours. Filtration, followed by concentration under reduced pressure and purification of the product by chromatography on a column of silica gel with acetonitrile as eluant and recrystallisation from the same solvent afforded N-cyan... The reactants are Cc1nc2sccn2c(=O)c1-c1ccc(OC(F)(F)F)cc1, CCCOc1c(C=O)cccc1OC, CC[O-], CCO, [Na+]. The product is CCCOc1c(C=Cc2nc3sccn3c(=O)c2-c2ccc(OC(F)(F)F)cc2)cccc1OC. RXN SMILES: [CH3:1][c:2]1[n:3][c:4]2[n:5]([c:6](=[O:19])[c:7]1-[c:8]1[cH:9][cH:10][c:11]([O:14][C:15]([F:16])([F:17])[F:18])[cH:12][cH:13]1)[cH:20][cH:21][s:22]2.[CH3:23][O:24][c:25]1[c:26]([O:33][CH2:34][CH2:35][CH3:36])[c:27]([CH:28]=[O:29])[cH:30][cH:31][cH:32]1.[CH3:38][CH2:39][O-:40].[CH3:41][CH2:42][OH:43].[Na+:37]>>[CH:1]([c:2]1[n:3][c:4]2[n:5]([c:6](=[O:19])[c:7]1-[c:8]1[cH:9][cH:10][c:11]([O:14][C:15]([F:16])([F:17])[F:18])[cH:12][cH:13]1)[cH:20][cH:21][s:22]2)=[CH:28][c:27]1[c:26]([O:33][CH2:34][CH2:35][CH3:36])[c:25]([O:24][CH3:23])[cH:32][cH:31][cH:30]1. Reactants: S1C(=CC=C1)B(O)O (thiophene-2-boronic acid), C([O-])([O-])=O.[Na+].[Na+] (sodium carbonate), C(C)(=O)OC1=C(C(=O)NC2=C(C(=O)OC(C)(C)C)C=CC(=C2)Br)C=C(C=C1)N1CCCCC1 (tert-butyl 2-(2-acetoxy-5-(piperidin-1-yl)benzamido)-4-bromobenzoate), aqueous solution, C(CC(O)(C(=O)O)CC(=O)O)(=O)O (citric acid). Reagents/catalysts: Cl[Pd]([P](C1=CC=CC=C1)(C2=CC=CC=C2)C3=CC=CC=C3)([P](C4=CC=CC=C4)(C5=CC=CC=C5)C6=CC=CC=C6)Cl (bis(triphenylphosphine)palladium(II) dichloride). Run in COCCOC (ethylene glycol dimethyl ether), O (Water), C(C)(=O)OCC (ethyl acetate). The product is OC1=C(C(=O)NC2=C(C(=O)OC(C)(C)C)C=CC(=C2)C=2SC=CC2)C=C(C=C1)N1CCCCC1 (tert-butyl 2-(2-hydroxy-5-(piperidin-1-yl)benzamido)-4-(thiophen-2-yl)benzoate). Isolated yield 36.5%. Reaction SMILES: [S:1]1[CH:5]=[CH:4][CH:3]=[C:2]1B(O)O.C(=O)([O-])[O-].[Na+].[Na+].C([O:18][C:19]1[CH:41]=[CH:40][C:39]([N:42]2[CH2:47][CH2:46][CH2:45][CH2:44][CH2:43]2)=[CH:38][C:20]=1[C:21]([NH:23][C:24]1[CH:36]=[C:35](Br)[CH:34]=[CH:33][C:25]=1[C:26]([O:28][C:29]([CH3:32])([CH3:31])[CH3:30])=[O:27])=[O:22])(=O)C.C(O)(=O)CC(CC(O)=O)(C(O)=O)O>Cl[Pd](Cl)([P](C1C=CC=CC=1)(C1C=CC=CC=1)C1C=CC=CC=1)[P](C1C=CC=CC=1)(C1C=CC=CC=1)C1C=CC=CC=1.C(OCC)(=O)C.COCCOC.O>[OH:18][C:19]1[CH:41]=[CH:40][C:39]([N:42]2[CH2:47][CH2:46][CH2:45][CH2:44][CH2:43]2)=[CH:38][C:20]=1[C:21]([NH:23][C:24]1[CH:36]=[C:35]([C:2]2[S:1][CH:5]=[CH:4][CH:3]=2)[CH:34]=[CH:33][C:25]=1[C:26]([O:28][C:29]([CH3:32])([CH3:31])[CH3:30])=[O:27])=[O:22] |f:1.2.3,^1:63,82|. Reported procedure: Water (0.60 mL), thiophene-2-boronic acid (0.024 g), sodium carbonate (0.041 g), and bis(triphenylphosphine)palladium(II) dichloride (2.2 mg) were added to an ethylene glycol dimethyl ether (2.0 mL) solution of tert-butyl 2-(2-acetoxy-5-(piperidin-1-yl)benzamido)-4-bromobenzoate (0.080 g), followed by heating to reflux under a nitrogen atmosphere for 1 hour and 30 minutes. The reaction mixture was cooled to room temperature, and a 10% aqueous solution of citric acid and ethyl acetate were added ...